From a dataset of the Open Reaction Database (ORD), a public repository of structured organic reaction records. describe an organic reaction: reactants, conditions, products, and yield Starting materials: C(C)(=O)C=1C=CC2=C(CCC3=C(S2)C=C(C=C3)C(=O)O)C1 (8-acetyl-10,11-dihydrodibenzo[b,f]thiepin-3-carboxylic acid), Cl[O-].[Na+] (sodium hypochlorite), [OH-].[Na+] (sodium hydroxide), S(=O)(=O)([O-])S(=O)[O-].[Na+].[Na+] (sodium metabisulfite), Cl (hydrochloric acid). RXN SMILES: [C:1]([C:4]1[CH:5]=[CH:6][C:7]2S[C:12]3[CH:14]=[C:15]([C:18]([OH:20])=[O:19])[CH:16]=[CH:17][C:11]=3[CH2:10][CH2:9][C:8]=2[CH:21]=1)(=[O:3])C.Cl[O-:23].[Na+].[OH-].[Na+].[S:27](S([O-])=O)([O-:30])(=O)=[O:28].[Na+].[Na+].Cl>>[CH:17]1[C:11]2[CH2:10][CH2:9][C:8]3[CH:21]=[C:4]([C:1]([OH:3])=[O:23])[CH:5]=[CH:6][C:7]=3[S:27](=[O:30])(=[O:28])[C:12]=2[CH:14]=[C:15]([C:18]([OH:20])=[O:19])[CH:16]=1 |f:1.2,3.4,5.6.7|. Run at temperature 85 celsius, time 30 minute. Procedure details: Add 1.85 g. of 8-acetyl-10,11-dihydrodibenzo[b,f]thiepin-3-carboxylic acid to a stirred mixture of 370 ml. of 50% aqueous sodium hypochlorite and 13 ml. of 20% aqueous sodium hydroxide at 60° C. Raise the temperature to 85° C. and stir for 30 minutes. Pour the mixture over ice and add sodium metabisulfite Acidify with 6N hydrochloric acid. Separate the solids by filtration wash with water and dry to obtain the title product. (m.p. 350°-352° C.) Product: C1=CC(=CC=2S(C3=C(CCC21)C=C(C=C3)C(=O)O)(=O)=O)C(=O)O (10,11-Dihydrodibenzo[b,f]thiepin-3,8-dicarboxylic Acid 5,5-Dioxide). Starting materials: COC(=O)COC(C1=CC=CC=C1C1(SC(=C(C1)F)N=C=S)Cl)=O (2-chloro-4-fluoro-5-isothiocyanato-thiolbenzoic acid (methoxycarbonylmethyl) ester), N1NCCCC1 (hexahydropyridazine). Run in C1(=CC=CC=C1)C (toluene), C1(=CC=CC=C1)C (toluene). Reaction conditions: time 8 hour. Yields the product COC(=O)COC(C1=CC=CC=C1C1(SC(=C(C1)F)NC(=S)N1NCCCC1)Cl)=O (2-chloro-4-fluoro-5-(1-hexahydropyridazinyl-thiocarbonylamino)-thiolbenzoic acid (methoxycarbonylmethyl) ester). The yield is 75.0%. RXN SMILES: [CH3:1][O:2][C:3]([CH2:5][O:6][C:7](=[O:24])[C:8]1[C:13]([C:14]2([Cl:23])[CH2:18][C:17]([F:19])=[C:16]([N:20]=[C:21]=[S:22])[S:15]2)=[CH:12][CH:11]=[CH:10][CH:9]=1)=[O:4].[NH:25]1[CH2:30][CH2:29][CH2:28][CH2:27][NH:26]1>C1(C)C=CC=CC=1>[CH3:1][O:2][C:3]([CH2:5][O:6][C:7](=[O:24])[C:8]1[C:13]([C:14]2([Cl:23])[CH2:18][C:17]([F:19])=[C:16]([NH:20][C:21]([N:25]3[CH2:30][CH2:29][CH2:28][CH2:27][NH:26]3)=[S:22])[S:15]2)=[CH:12][CH:11]=[CH:10][CH:9]=1)=[O:4]. Procedure: A solution of 4.8 g of 2-chloro-4-fluoro-5-isothiocyanato-thiolbenzoic acid (methoxycarbonylmethyl) ester obtained in accordance with Example P3 in 50 ml of toluene is added dropwise, with stirring, at 20°-25° C. to a solution of 1.4 g of hexahydropyridazine in 20 ml of toluene. Stirring is continued for a further 8 hours at room temperature. Concentration by evaporation in vacuo yields 4.4 g of 2-chloro-4-fluoro-5-(1-hexahydropyridazinyl-thiocarbonylamino)-thiolbenzoic acid (methoxycarbonylmeth... Product: O=C(COc1ccc(C(=O)C=CC(=O)N2CCCCC2)c(O)c1)Nc1nc2ccccc2s1. Starting materials: C, C=CCOc1cc(OCC(=O)Nc2nc3ccccc3s2)ccc1C(=O)C=CC(=O)N1CCCCC1, CO, C1COCCO1, O, O, [Pd], Cc1ccc(S(=O)(=O)O)cc1. RXN SMILES: [C:58].[CH2:1]([CH:2]=[CH2:3])[O:4][c:5]1[cH:6][c:7]([O:8][CH2:9][C:10](=[O:11])[NH:12][c:13]2[s:14][c:15]3[c:16]([n:17]2)[cH:18][cH:19][cH:20][cH:21]3)[cH:22][cH:23][c:24]1[C:25]([CH:26]=[CH:27][C:28](=[O:29])[N:30]1[CH2:31][CH2:32][CH2:33][CH2:34][CH2:35]1)=[O:36].[CH3:50][OH:51].[O:52]1[CH2:53][CH2:54][O:55][CH2:56][CH2:57]1.[OH2:37].[OH2:49].[Pd:59].[c:38]1([CH3:39])[cH:40][cH:41][c:42]([S:43]([OH:44])(=[O:45])=[O:46])[cH:47][cH:48]1>>[OH:4][c:5]1[cH:6][c:7]([O:8][CH2:9][C:10](=[O:11])[NH:12][c:13]2[s:14][c:15]3[c:16]([n:17]2)[cH:18][cH:19][cH:20][cH:21]3)[cH:22][cH:23][c:24]1[C:25]([CH:26]=[CH:27][C:28](=[O:29])[N:30]1[CH2:31][CH2:32][CH2:33][CH2:34][CH2:35]1)=[O:36].